Dataset: the Open Reaction Database (ORD), a public repository of structured organic reaction records. Task: describe an organic reaction: reactants, conditions, products, and yield The reactants are OC=1C=C(C=CC1O)CC(=O)OCC (Ethyl 2-(3,4-dihydroxyphenyl)acetate), BrCCBr (1,2-dibromoethane), C([O-])([O-])=O.[Cs+].[Cs+] (cesium carbonate). The solvent is O (H2O), CN(C)C=O (DMF). Conditions: temperature 80 celsius, time 2 hour. Product: O1C2=C(OCC1)C=CC(=C2)CC(=O)OCC (Ethyl 2-(2,3-dihydrobenzo[b][1,4]dioxin-7-yl)acetate). RXN SMILES: [OH:1][C:2]1[CH:3]=[C:4]([CH2:9][C:10]([O:12][CH2:13][CH3:14])=[O:11])[CH:5]=[CH:6][C:7]=1[OH:8].Br[CH2:16][CH2:17]Br.C(=O)([O-])[O-].[Cs+].[Cs+]>CN(C=O)C.O>[O:1]1[CH2:17][CH2:16][O:8][C:7]2[CH:6]=[CH:5][C:4]([CH2:9][C:10]([O:12][CH2:13][CH3:14])=[O:11])=[CH:3][C:2]1=2 |f:2.3.4|. Procedure details: A mixture of Ethyl 2-(3,4-dihydroxyphenyl)acetate (1.11 g, 5.66 mmol) and 1,2-dibromoethane (1.07 g, 5.69 mmol) in DMF (5 mL) was added cesium carbonate (3.71 g, 11.4 mmol). The reaction mixture was stirred for 2 hrs at 80° C. then cooled to room temperature. The mixture was diluted with H2O and extracted with EtOAc. The organic layer was dried over MgSO4, filtered, and concentrated in vacuo. The residue was purified by flash column chromatography on silica gel using EtOAc:hexanes (1:4˜1:2) as e... Reactants: CC(C)(C)[O-], CS(C)=O, CC(C)N1C(=O)C2COCCN2c2nc(Cl)ncc21, CI, O. Yields the product CC(C)N1C(=O)C2(C)COCCN2c2nc(Cl)ncc21. RXN SMILES: [CH3:22][C:23]([O-:24])([CH3:25])[CH3:26].[CH3:27][S:28]([CH3:29])=[O:30].[Cl:1][c:2]1[n:3][c:4]2[c:9]([cH:10][n:11]1)[N:8]([CH:12]([CH3:13])[CH3:14])[C:7](=[O:15])[CH:6]1[N:5]2[CH2:19][CH2:18][O:17][CH2:16]1.[I:20][CH3:21].[OH2:31]>>[Cl:1][c:2]1[n:3][c:4]2[c:9]([cH:10][n:11]1)[N:8]([CH:12]([CH3:13])[CH3:14])[C:7](=[O:15])[C:6]1([CH3:22])[N:5]2[CH2:19][CH2:18][O:17][CH2:16]1. The reactants are CO, Cl, CC12Cc3cnn(-c4ccc(F)cc4)c3C=C1CCC1C2C(O)CC2(C)C1CCC2(O)C(=O)CO, [Na+], [OH-]. Product: CC12Cc3cnn(-c4ccc(F)cc4)c3C=C1CCC1C2C(O)CC2(C)C1CCC2(O)C(=O)O. Reaction SMILES: [CH3:39][OH:40].[ClH:38].[F:1][c:2]1[cH:3][cH:4][c:5](-[n:8]2[n:9][cH:10][c:11]3[c:16]2[CH:15]=[C:14]2[C:13]([CH3:35])([CH2:12]3)[CH:24]3[CH:19]([CH2:18][CH2:17]2)[CH:20]2[C:21]([CH3:34])([CH2:22][CH:23]3[OH:25])[C:26]([OH:29])([C:30]([CH2:31][OH:32])=[O:33])[CH2:27][CH2:28]2)[cH:6][cH:7]1.[Na+:37].[OH-:36]>>[F:1][c:2]1[cH:3][cH:4][c:5](-[n:8]2[n:9][cH:10][c:11]3[c:16]2[CH:15]=[C:14]2[C:13]([CH3:35])([CH2:12]3)[CH:24]3[CH:19]([CH2:18][CH2:17]2)[CH:20]2[C:21]([CH3:34])([CH2:22][CH:23]3[OH:25])[C:26]([OH:29])([C:30]([OH:33])=[O:36])[CH2:27][CH2:28]2)[cH:6][cH:7]1. Starting materials: C1(CC1)NC(=O)C1=CC=CC=2SC(=CC21)C2=NC(=NC=C2F)NCCCC2CCNCC2 (2-[5-fluoro-2-(3-piperidin-4-ylpropylamino)-pyrimidin-4-yl]-benzo[b]thiophene-4-carboxylic acid cyclopropylamide), CNC(=O)C1=CC=CC=2SC(=CC21)C2=NC(=NC=C2Cl)Cl (2-(2,5-dichloropyrimidin-4-yl)-benzo[b]thiophene-4-carboxylic acid methylamide), Cl.Cl.C1(CC1)NC(=O)C1=CC=CC=2SC(=CC21)C2=NC(=NC=C2F)NCCCC2CCN(CC2)C (2-{5-fluoro-2-[3-(1-methylpiperidin-4-yl)-propylamino]-pyrimidin-4-yl}-benzo[b]thiophene-4-carboxylic acid cyclopropylamide di-hydrochloride). The product is Cl.Cl.CNC(=O)C1=CC=CC=2SC(=CC21)C2=NC(=NC=C2Cl)NCCCC2CCN(CC2)C (2-{5-Chloro-2-[3-(1-methyl-piperidin-4-yl)-propylamino]-pyrimidin-4-yl}-benzo[b]thiophene-4-carboxylic acid methylamide di-hydrochloride). As a reaction SMILES: C1(NC(C2C3C=C(C4C(F)=CN=C(NCCCC5CCNCC5)N=4)SC=3C=CC=2)=O)CC1.[ClH:33].Cl.[CH:35]1([NH:38][C:39]([C:41]2[C:49]3[CH:48]=[C:47]([C:50]4[C:55](F)=[CH:54][N:53]=[C:52]([NH:57][CH2:58][CH2:59][CH2:60][CH:61]5[CH2:66][CH2:65][N:64]([CH3:67])[CH2:63][CH2:62]5)[N:51]=4)[S:46][C:45]=3[CH:44]=[CH:43][CH:42]=2)=[O:40])CC1.CNC(C1C2C=C(C3C([Cl:87])=CN=C(Cl)N=3)SC=2C=CC=1)=O>>[ClH:87].[ClH:33].[CH3:35][NH:38][C:39]([C:41]1[C:49]2[CH:48]=[C:47]([C:50]3[C:55]([Cl:87])=[CH:54][N:53]=[C:52]([NH:57][CH2:58][CH2:59][CH2:60][CH:61]4[CH2:66][CH2:65][N:64]([CH3:67])[CH2:63][CH2:62]4)[N:51]=3)[S:46][C:45]=2[CH:44]=[CH:43][CH:42]=1)=[O:40] |f:1.2.3,5.6.7|. Procedure: Using the methods of 2-[5-fluoro-2-(3-piperidin-4-ylpropylamino)-pyrimidin-4-yl]-benzo[b]thiophene-4-carboxylic acid cyclopropylamide and 2-{5-fluoro-2-[3-(1-methylpiperidin-4-yl)-propylamino]-pyrimidin-4-yl}-benzo[b]thiophene-4-carboxylic acid cyclopropylamide di-hydrochloride, the title compound is synthesized from 2-(2,5-dichloropyrimidin-4-yl)-benzo[b]thiophene-4-carboxylic acid methylamide and isolated as a yellow solid. ES+(m/z) 458 (35Cl) and 460 (37Cl) [M(free base)+H]. Reactants: BrB(Br)Br, COc1ccc(CCCCCCCCBr)cc1, ClCCl, O. Yields the product Oc1ccc(CCCCCCCCBr)cc1. Reaction SMILES: [B:1]([Br:2])([Br:3])[Br:4].[CH3:6][O:7][c:8]1[cH:9][cH:10][c:11]([CH2:14][CH2:15][CH2:16][CH2:17][CH2:18][CH2:19][CH2:20][CH2:21][Br:22])[cH:12][cH:13]1.[Cl:23][CH2:24][Cl:25].[OH2:5]>>[OH:7][c:8]1[cH:9][cH:10][c:11]([CH2:14][CH2:15][CH2:16][CH2:17][CH2:18][CH2:19][CH2:20][CH2:21][Br:22])[cH:12][cH:13]1. Starting materials: CCOC(=O)Cl, Cl, Nc1ccc(Cl)cc1Cl, c1ccncc1. Product: CCOC(=O)Nc1ccc(Cl)cc1Cl. RXN SMILES: [Cl:10][C:11](=[O:12])[O:13][CH2:14][CH3:15].[ClH:16].[NH2:1][c:2]1[cH:3][cH:4][c:5]([Cl:6])[cH:7][c:8]1[Cl:9].[cH:17]1[cH:18][cH:19][n:20][cH:21][cH:22]1>>[NH:1]([c:2]1[cH:3][cH:4][c:5]([Cl:6])[cH:7][c:8]1[Cl:9])[C:11](=[O:12])[O:13][CH2:14][CH3:15]. Reactants: CC(C)C(=O)O, ClCCl, OCCO, O=S(=O)(O)O. Yields the product CC(C)C(=O)OCCO. RXN SMILES: [CH3:1][CH:2]([CH3:3])[C:4]([OH:5])=[O:6].[Cl:16][CH2:17][Cl:18].[OH:7][CH2:8][CH2:9][OH:10].[S:11](=[O:12])(=[O:13])([OH:14])[OH:15]>>[CH3:1][CH:2]([CH3:3])[C:4]([O:5][CH2:9][CH2:8][OH:7])=[O:6]. Reactants: N[C@@H](CC1=CC=CC=C1)CO (L-phenylalaninol), [H-].[Na+] (sodium hydride), C(C1=CC=CC=C1)Br (benzyl bromide). Solvent: C1CCOC1 (THF), [Cl-].[Na+].O (brine). Reaction conditions: time 16 hour. Product: C(C1=CC=CC=C1)OC[C@@H](N)CC1=CC=CC=C1 (O-Benzyl-L-phenylalaninol). Isolated yield 77.0%. As a reaction SMILES: [NH2:1][C@H:2]([CH2:10][OH:11])[CH2:3][C:4]1[CH:9]=[CH:8][CH:7]=[CH:6][CH:5]=1.[H-].[Na+].[CH2:14](Br)[C:15]1[CH:20]=[CH:19][CH:18]=[CH:17][CH:16]=1>C1COCC1.[Cl-].[Na+].O>[CH2:14]([O:11][CH2:10][C@H:2]([CH2:3][C:4]1[CH:5]=[CH:6][CH:7]=[CH:8][CH:9]=1)[NH2:1])[C:15]1[CH:20]=[CH:19][CH:18]=[CH:17][CH:16]=1 |f:1.2,5.6.7|. Reported procedure: To a solution of L-phenylalaninol (11.78 g) in THF (200 ml) was gradually added 60% sodium hydride (3.43 g) in oil at room temperature. Twenty minutes later, the reaction mixture was refluxed under heating for 1 hour. Then, the mixture was allowed to cool, followed by gradual addition of benzyl bromide (9.27 ml) under ice-cooling, and stirred at room temperature for 16 hours. The reaction mixture was added to saturated brine, and extracted with ether. The organic layer was extracted with 10% hyd... The reactants are ClC1=C(COCCN(C(NC=2SC(=CN2)SCC(C(=O)O)(C)C)=O)[C@@H]2CC[C@H](CC2)C)C=CC=C1 (3-{2-[3-[2-(2-chloro-benzyloxy)-ethyl]-3-(trans-4-methyl-cyclohexyl)-ureido]-thiazol-5-ylsulfanyl}-2,2-dimethyl-propionic acid), BrCC1=C(C=CC=C1)F (1-bromomethyl-2-fluoro-benzene), C(C)OC(C(CSC1=CN=C(S1)N)(C)C)=O (3-(2-amino-thiazol-5-ylsulfanyl)-2,2-dimethyl-propionic acid ethyl ester). The product is FC1=C(COCCN(C(NC=2SC(=CN2)SCC(C(=O)O)(C)C)=O)[C@@H]2CC[C@H](CC2)C)C=CC=C1 (3-{2-[3-[2-(2-Fluoro-benzyloxy)-ethyl]-3-(trans-4-methyl-cyclohexyl)-ureido]-thiazol-5-ylsulfanyl}-2,2-dimethyl-propionic acid). As a reaction SMILES: Cl[C:2]1[CH:35]=[CH:34][CH:33]=[CH:32][C:3]=1[CH2:4][O:5][CH2:6][CH2:7][N:8]([C@H:25]1[CH2:30][CH2:29][C@H:28]([CH3:31])[CH2:27][CH2:26]1)[C:9](=[O:24])[NH:10][C:11]1[S:12][C:13]([S:16][CH2:17][C:18]([CH3:23])([CH3:22])[C:19]([OH:21])=[O:20])=[CH:14][N:15]=1.BrCC1C=CC=CC=1[F:44].C(OC(=O)C(C)(C)CSC1SC(N)=NC=1)C>>[F:44][C:2]1[CH:35]=[CH:34][CH:33]=[CH:32][C:3]=1[CH2:4][O:5][CH2:6][CH2:7][N:8]([C@H:25]1[CH2:30][CH2:29][C@H:28]([CH3:31])[CH2:27][CH2:26]1)[C:9](=[O:24])[NH:10][C:11]1[S:12][C:13]([S:16][CH2:17][C:18]([CH3:23])([CH3:22])[C:19]([OH:21])=[O:20])=[CH:14][N:15]=1. Reported procedure: The compound was prepared following an analogous procedure to the one described for the synthesis of 3-{2-[3-[2-(2-chloro-benzyloxy)-ethyl]-3-(trans-4-methyl-cyclohexyl)-ureido]-thiazol-5-ylsulfanyl}-2,2-dimethyl-propionic acid using 1-bromomethyl-2-fluoro-benzene and 3-(2-amino-thiazol-5-ylsulfanyl)-2,2-dimethyl-propionic acid ethyl ester.